This data is from the Open Reaction Database (ORD), a public repository of structured organic reaction records. The task is: describe an organic reaction: reactants, conditions, products, and yield Reactants: FC(COC=1C=C(C=CC1C(F)(F)F)C1=NC=2N(C(=C1)C(F)(F)F)N=CC2C(=O)O)(F)F (5-[3-(2,2,2-trifluoro-ethoxy)-4-trifluoromethyl-phenyl]-7-trifluoromethyl-pyrazolo[1,5-a]pyrimidine-3-carboxylic acid), NC=1C=C(C=CC1)S(=O)(=O)NC(CO)(C)C (3-amino-N-(2-hydroxy-1,1-dimethyl-ethyl)-benzenesulfonamide). Yields the product OCC(C)(C)NS(=O)(=O)C=1C=C(C=CC1)NC(=O)C=1C=NN2C1N=C(C=C2C(F)(F)F)C2=CC(=C(C=C2)C(F)(F)F)OCC(F)(F)F (5-[3-(2,2,2-Trifluoro-ethoxy)-4-trifluoromethyl-phenyl]-7-trifluoromethyl-pyrazolo[1,5-a]pyrimidine-3-carboxylic acid[3-(2-hydroxy-1,1-dimethyl-ethylsulfamoyl)-phenyl]-amide). As a reaction SMILES: [F:1][C:2]([F:32])([F:31])[CH2:3][O:4][C:5]1[CH:6]=[C:7]([C:15]2[CH:20]=[C:19]([C:21]([F:24])([F:23])[F:22])[N:18]3[N:25]=[CH:26][C:27]([C:28]([OH:30])=O)=[C:17]3[N:16]=2)[CH:8]=[CH:9][C:10]=1[C:11]([F:14])([F:13])[F:12].[NH2:33][C:34]1[CH:35]=[C:36]([S:40]([NH:43][C:44]([CH3:48])([CH3:47])[CH2:45][OH:46])(=[O:42])=[O:41])[CH:37]=[CH:38][CH:39]=1>>[OH:46][CH2:45][C:44]([NH:43][S:40]([C:36]1[CH:35]=[C:34]([NH:33][C:28]([C:27]2[CH:26]=[N:25][N:18]3[C:19]([C:21]([F:23])([F:24])[F:22])=[CH:20][C:15]([C:7]4[CH:8]=[CH:9][C:10]([C:11]([F:13])([F:14])[F:12])=[C:5]([O:4][CH2:3][C:2]([F:1])([F:31])[F:32])[CH:6]=4)=[N:16][C:17]=23)=[O:30])[CH:39]=[CH:38][CH:37]=1)(=[O:42])=[O:41])([CH3:48])[CH3:47]. Procedure: The title compound was prepared from 5-[3-(2,2,2-trifluoro-ethoxy)-4-trifluoromethyl-phenyl]-7-trifluoromethyl-pyrazolo[1,5-a]pyrimidine-3-carboxylic acid (example C.10) and 3-amino-N-(2-hydroxy-1,1-dimethyl-ethyl)-benzenesulfonamide (example B.8) according to general procedure II. Yellow solid. MS (ISP) 698.3 [(M−H−]; mp 251° C. Reactants: CC1CN(C(=O)OC(C)(C)C)CC2Cc3ccc(Br)nc3N12, C=CC(=O)OCC, O=C([O-])O, C=CC[Pd]Cl, CC(=O)[O-], Cc1ccccc1, [Na+], [Na+], Cc1ccccc1P(c1ccccc1C)c1ccccc1C. Yields the product CCOC(=O)C=Cc1ccc2c(n1)N1C(C)CN(C(=O)OC(C)(C)C)CC1C2. Reaction SMILES: [C:1]([CH3:2])([CH3:3])([CH3:4])[O:5][C:6](=[O:7])[N:8]1[CH2:9][CH:10]2[CH2:11][c:12]3[cH:13][cH:14][c:15]([Br:22])[n:16][c:17]3[N:18]2[CH:19]([CH3:21])[CH2:20]1.[C:23]([CH:24]=[CH2:25])(=[O:26])[O:27][CH2:28][CH3:29].[C:57](=[O:58])([OH:59])[O-:60].[CH2:69]([Pd:70][Cl:71])[CH:72]=[CH2:73].[CH3:31][C:32](=[O:33])[O-:34].[CH3:62][c:63]1[cH:64][cH:65][cH:66][cH:67][cH:68]1.[Na+:30].[Na+:61].[c:35]1([CH3:36])[cH:37][cH:38][cH:39][cH:40][c:41]1[P:42]([c:43]1[cH:44][cH:45][cH:46][cH:47][c:48]1[CH3:49])[c:50]1[cH:51][cH:52][cH:53][cH:54][c:55]1[CH3:56]>>[C:1]([CH3:2])([CH3:3])([CH3:4])[O:5][C:6](=[O:7])[N:8]1[CH2:9][CH:10]2[CH2:11][c:12]3[cH:13][cH:14][c:15]([CH:25]=[CH:24][C:23](=[O:26])[O:27][CH2:28][CH3:29])[n:16][c:17]3[N:18]2[CH:19]([CH3:21])[CH2:20]1. The product is CN(C(=O)c1ccc(Cl)cc1)C1CCN(C(=O)C2CCN(C(N)=O)CC2)CC1c1ccc(Cl)c(Cl)c1. RXN SMILES: [C:27]([NH2:28])(=[O:29])[N:30]1[CH2:31][CH2:32][CH:33]([C:36](=[O:37])[OH:38])[CH2:34][CH2:35]1.[Cl:2][c:3]1[cH:4][cH:5][c:6]([C:7](=[O:8])[N:9]([CH3:10])[CH:11]2[CH:12]([c:17]3[cH:18][c:19]([Cl:24])[c:20]([Cl:23])[cH:21][cH:22]3)[CH2:13][NH:14][CH2:15][CH2:16]2)[cH:25][cH:26]1.[ClH:1]>>[Cl:2][c:3]1[cH:4][cH:5][c:6]([C:7](=[O:8])[N:9]([CH3:10])[CH:11]2[CH:12]([c:17]3[cH:18][c:19]([Cl:24])[c:20]([Cl:23])[cH:21][cH:22]3)[CH2:13][N:14]([C:36]([CH:33]3[CH2:32][CH2:31][N:30]([C:27]([NH2:28])=[O:29])[CH2:35][CH2:34]3)=[O:37])[CH2:15][CH2:16]2)[cH:25][cH:26]1. Reactants: NC(=O)N1CCC(C(=O)O)CC1, CN(C(=O)c1ccc(Cl)cc1)C1CCNCC1c1ccc(Cl)c(Cl)c1, Cl.